Dataset: the Open Reaction Database (ORD), a public repository of structured organic reaction records. Task: describe an organic reaction: reactants, conditions, products, and yield The reactants are BrCC1=C(C=CC=C1)C#N (alpha-bromo 2-cyanotoluene), OC(CNS(=O)(=O)C(C)C)(C)C1=CC=C(C=C1)O ([2-hydroxy-2-(4-hydroxyphenyl)propyl][(methylethyl)sulfonyl]amine), [H-].[Na+] (NaH), [Na+].[I-] (NaI). Run in CN(C)C=O (DMF), O (H2O), CN(C)C=O (DMF), CN(C)C=O (DMF). Yields the product OC(CNS(=O)(=O)C(C)C)(C)C1=CC=C(OCC2=C(C=CC=C2)C#N)C=C1 (2-{[4-(1-Hydroxy-1-methyl-2-{[(methylethyl)sulfonyl]amino}ethyl)phenoxy]methyl}benzenecarbonitrile). Yield: 107.7%. As a reaction SMILES: [OH:1][C:2]([C:12]1[CH:17]=[CH:16][C:15]([OH:18])=[CH:14][CH:13]=1)([CH3:11])[CH2:3][NH:4][S:5]([CH:8]([CH3:10])[CH3:9])(=[O:7])=[O:6].[H-].[Na+].Br[CH2:22][C:23]1[CH:28]=[CH:27][CH:26]=[CH:25][C:24]=1[C:29]#[N:30].[Na+].[I-]>CN(C=O)C.O>[OH:1][C:2]([C:12]1[CH:13]=[CH:14][C:15]([O:18][CH2:22][C:23]2[CH:28]=[CH:27][CH:26]=[CH:25][C:24]=2[C:29]#[N:30])=[CH:16][CH:17]=1)([CH3:11])[CH2:3][NH:4][S:5]([CH:8]([CH3:10])[CH3:9])(=[O:7])=[O:6] |f:1.2,4.5|. Reported procedure: Into a 250 mL-3 neck flask fitted with a stirrer and thermometer, 400 mg of [2-hydroxy-2-(4-hydroxyphenyl)propyl][(methylethyl)sulfonyl]amine in DMF (10 mL) was added dropwise to 40 mg of NaH in DMF (30 mL) while stirring at room temperature under a nitrogen atmosphere. After stirring at this temperature for 30 minutes, 290 mg of alpha-bromo 2-cyanotoluene in DMF (10 mL) was added dropwise followed by the addition of 184 mg of NaI portion wise. The reaction was then heated at 100° C. for 2 hours... The reactants are C1(=CC=CC=C1)P(C1=CC=CC=C1)C1=CC=CC=C1 (triphenylphosphine), (R)-(31)-2-[2',3'-difluoro-4'-(trans-4"-pentylcyclohexylethyl)phenyl]-5-(2-fluorooctyloxy)pyrimidine, OC1=NC=CC=N1 (hydroxypyrimidine), CCOC(=O)/N=N/C(=O)OCC (DEAD), F[C@@H](CO)CCCCCC ((R)-(+)-2-fluorooctanol), FC1=C(C=CC(=C1F)CCCCC)C1=NC=C(C=N1)OC[C@@H](CCCCCC)F ((R)-(-)-2-(2',3'-Difluoro-4'-pentylphenyl)-5-(2-fluorooctyloxy)pyrimidine). Solvent: C1CCOC1 (THF). The product is FC(COC1=NC=CC=N1)CCCCCC (2-fluorooctyloxypyrimidine). The yield is 140.5%. RXN SMILES: CCOC(/N=N/C(OCC)=O)=O.[F:13][C@H:14]([CH2:17][CH2:18][CH2:19][CH2:20][CH2:21][CH3:22])[CH2:15][OH:16].O[C:24]1[N:29]=[CH:28][CH:27]=[CH:26][N:25]=1.C1(P(C2C=CC=CC=2)C2C=CC=CC=2)C=CC=CC=1.FC1C(F)=C(CCCCC)C=CC=1C1N=CC(OC[C@H](F)CCCCCC)=CN=1>C1COCC1>[F:13][CH:14]([CH2:17][CH2:18][CH2:19][CH2:20][CH2:21][CH3:22])[CH2:15][O:16][C:24]1[N:29]=[CH:28][CH:27]=[CH:26][N:25]=1. Procedure: (R)-(31)-2-[2',3'-difluoro-4'-(trans-4"-pentylcyclohexylethyl)phenyl]-5-(2-fluorooctyloxy)pyrimidine 49.-Quantities: DEAD (448 mg, 2.58 mmol) in THF (3 ml), (R)-(+)-2-fluorooctanol (379 mg, 2.58 mmol), hydroxypyrimidine 48 (1.0 g, 2.58 mmol), triphenylphosphine (676 mg, 2.58 mmol). The experimental procedure was as described for compound 34. The crude product was purified by flash chromatography (5 to 7% ethyl acetate-light petroleum) to give the 2-fluorooctyloxypyrimidine 49 (820 mg, 61%) (from... The reactants are aromatic diamine, CSC=1C(=C(C(=C(C1)C)N)SC)N (di(methylthio)-2,4-diaminotoluene), CSSC (methyl disulfide), CSC=1C(=C(C=CC1N)C)N (mono(methylthio)-2,4-diaminotoluene). Conditions: time 16 hour. Yields the product CSC=1C(=CC(=C(C1)C)N)N (5-(Methylthio)-2,4-Diaminotoluene). As a reaction SMILES: CSSC.CSC1C(N)=C(C)C=CC=1N.[CH3:16][S:17][C:18]1[C:19]([NH2:28])=[C:20](SC)[C:21]([NH2:25])=[C:22]([CH3:24])[CH:23]=1>>[CH3:16][S:17][C:18]1[C:19]([NH2:28])=[CH:20][C:21]([NH2:25])=[C:22]([CH3:24])[CH:23]=1. Procedure details: This example demonstrates preparation of a chain extender having the inventive aromatic diamine as a minor proportion. The reaction time was shorter. A sample was prepared using a single equivalent of methyl disulfide (95.4 g) under similar reaction conditions and the reaction was completed in 16 hours. The product was predominantly mono(methylthio)-2,4-diaminotoluene containing a minority portion of di(methylthio)-2,4-diaminotoluene. A distilled fraction (b.p. 156-161 @ 1.0 mm) had the followin... Starting materials: O=C1N(CC(SCC1N1C(C=2C(C1=O)=CC=CC2)=O)C2=CC=CC=C2)CC(=O)OC(C)(C)C (t-butyl α-[5-oxo-2-phenyl-6-phthalimidoperhydro-1,4-thiazepin-4-yl]acetate), CNN (methylhydrazine). The product is NC1C(N(CC(SC1)C1=CC=CC=C1)CC(=O)OC(C)(C)C)=O (t-Butyl α-[6-amino-5-oxo-2-phenylperhydro-1,4-thiazepin-4-yl]acetate). Reaction SMILES: [O:1]=[C:2]1[CH:8]([N:9]2C(=O)C3=CC=CC=C3C2=O)[CH2:7][S:6][CH:5]([C:20]2[CH:25]=[CH:24][CH:23]=[CH:22][CH:21]=2)[CH2:4][N:3]1[CH2:26][C:27]([O:29][C:30]([CH3:33])([CH3:32])[CH3:31])=[O:28].CNN>>[NH2:9][CH:8]1[CH2:7][S:6][CH:5]([C:20]2[CH:25]=[CH:24][CH:23]=[CH:22][CH:21]=2)[CH2:4][N:3]([CH2:26][C:27]([O:29][C:30]([CH3:32])([CH3:31])[CH3:33])=[O:28])[C:2]1=[O:1]. Procedure: 1.2 g of diastereomer A of t-butyl α-[5-oxo-2-phenyl-6-phthalimidoperhydro-1,4-thiazepin-4-yl]acetate [prepared as described in step (f) above] were subjected to dephthaloylization with methylhydrazine in the same manner as described in Example 1(g), to give 0.66 g of the title compound as an amorphous solid.